Dataset: the Open Reaction Database (ORD), a public repository of structured organic reaction records. Task: describe an organic reaction: reactants, conditions, products, and yield Starting materials: CCC(CC)c1cc(C)nn2c(-c3c(C)nc4c(CO)cccn34)c(C)nc12, C1CCOC1, CI, [H-], [Na+]. The product is CCC(CC)c1cc(C)nn2c(-c3c(C)nc4c(COC)cccn34)c(C)nc12. RXN SMILES: [CH2:1]([CH3:2])[CH:3]([CH2:4][CH3:5])[c:6]1[c:7]2[n:8]([n:9][c:10]([CH3:12])[cH:11]1)[c:13](-[c:17]1[c:18]([CH3:28])[n:19][c:20]3[n:21]1[cH:22][cH:23][cH:24][c:25]3[CH2:26][OH:27])[c:14]([CH3:16])[n:15]2.[CH2:33]1[O:34][CH2:35][CH2:36][CH2:37]1.[CH3:31][I:32].[H-:30].[Na+:29]>>[CH2:1]([CH3:2])[CH:3]([CH2:4][CH3:5])[c:6]1[c:7]2[n:8]([n:9][c:10]([CH3:12])[cH:11]1)[c:13](-[c:17]1[c:18]([CH3:28])[n:19][c:20]3[n:21]1[cH:22][cH:23][cH:24][c:25]3[CH2:26][O:27][CH3:31])[c:14]([CH3:16])[n:15]2. The reactants are ClC=1C(C(=C(C(C1Cl)=O)C#N)C#N)=O (2,3-Dichloro-5,6-dicyano-1,4-benzoquinone), FC(C(=O)NC=1C=C(C2=C(CCO2)C1)C)(F)F (2,2,2-trifluoro-N-(7-methyl-2,3-dihydro-benzofuran-5-yl)-acetamide). The solvent is C(Cl)(Cl)(Cl)Cl (carbon tetrachloride). Yields the product FC(C(=O)NC=1C=C(C2=C(C=CO2)C1)C)(F)F (2,2,2-Trifluoro-N-(7-methyl-benzofuran-5-yl)-acetamide), solid. Reaction SMILES: ClC1C(=O)C(C#N)=C(C#N)C(=O)C=1Cl.[F:15][C:16]([F:31])([F:30])[C:17]([NH:19][C:20]1[CH:21]=[C:22]([CH3:29])[C:23]2[O:27][CH2:26][CH2:25][C:24]=2[CH:28]=1)=[O:18]>C(Cl)(Cl)(Cl)Cl>[F:31][C:16]([F:15])([F:30])[C:17]([NH:19][C:20]1[CH:21]=[C:22]([CH3:29])[C:23]2[O:27][CH:26]=[CH:25][C:24]=2[CH:28]=1)=[O:18]. Procedure: 2,3-Dichloro-5,6-dicyano-1,4-benzoquinone (1.3 g) was added to a solution of 2,2,2-trifluoro-N-(7-methyl-2,3-dihydro-benzofuran-5-yl)-acetamide (600 mg) in carbon tetrachloride (30 ml) and the resulting mixture heated at reflux for 4.5 hours. The reaction mixture was filtered, the filtrate adsorbed on to silica and the residue purified by FCC eluting with ether-hexane (1:1) to give the title compound as a peach solid (590 mg), m.p. 96-97°. Starting materials: C1(=CC=CC=C1)P(CCN)C1=CC=CC=C1 (2-diphenylphosphino-ethylamine), C(C1=CC=CC=C1)=O (benzaldehyde). Solvent: C(C)O (ethanol). Yields the product C1(=CC=CC=C1)P(CCN=CC1=CC=CC=C1)C1=CC=CC=C1 (N-[2-(diphenylphosphino)ethyl]-N-[phenylmethylene]amine). Yield: 98.0%. Reaction SMILES: [C:1]1([P:7]([C:11]2[CH:16]=[CH:15][CH:14]=[CH:13][CH:12]=2)[CH2:8][CH2:9][NH2:10])[CH:6]=[CH:5][CH:4]=[CH:3][CH:2]=1.[CH:17](=O)[C:18]1[CH:23]=[CH:22][CH:21]=[CH:20][CH:19]=1>C(O)C>[C:1]1([P:7]([C:11]2[CH:16]=[CH:15][CH:14]=[CH:13][CH:12]=2)[CH2:8][CH2:9][N:10]=[CH:17][C:18]2[CH:23]=[CH:22][CH:21]=[CH:20][CH:19]=2)[CH:2]=[CH:3][CH:4]=[CH:5][CH:6]=1. Reported procedure: Under argon, a solution of 2-diphenylphosphino-ethylamine (590.3 mg, 2.57 mmol) and benzaldehyde (275.0 mg, 2.59 mmol) in ethanol (15 mL) was heated at 65° C. (oil bath) for 4 h. Then, the solvent was removed in-vacuo to give the desired product (>98% by 1H-NMR) as a colourless oil which solidified on standing (733.9 mg, 2.31 mmol, 90%). Starting materials: C(C)C1=NOC(=C1C=1NC2=CC=CC=C2C1CN(C)C)C (2-(3-ethyl-5-methyl-4-isoxazolyl)-3-(dimethylaminomethyl)-indole), [C-]#N.[Na+] (sodium cyanide), C(C)O (ethanol). Solvent: O (water). Conditions: time 0.5 hour. Yields the product C(C)C1=NOC(=C1C=1NC2=CC=CC=C2C1CC(=O)N)C (2-(3-ethyl-5-methyl-4-isoxazolyl)-3-indole acetamide). As a reaction SMILES: [CH2:1]([C:3]1[C:7]([C:8]2[NH:9][C:10]3[C:15]([C:16]=2[CH2:17]N(C)C)=[CH:14][CH:13]=[CH:12][CH:11]=3)=[C:6]([CH3:21])[O:5][N:4]=1)[CH3:2].[C-]#[N:23].[Na+].[CH2:25]([OH:27])C>O>[CH2:1]([C:3]1[C:7]([C:8]2[NH:9][C:10]3[C:15]([C:16]=2[CH2:17][C:25]([NH2:23])=[O:27])=[CH:14][CH:13]=[CH:12][CH:11]=3)=[C:6]([CH3:21])[O:5][N:4]=1)[CH3:2] |f:1.2|. Reported procedure: A mixture of 24.8 g. (0.088 mole) of 2-(3-ethyl-5-methyl-4-isoxazolyl)-3-(dimethylaminomethyl)-indole and 23 g. (0.47 mole) of sodium cyanide in 175 ml. ethanol and 50 ml. water are refluxed for 80 hours. The mixture is then cooled and poured onto water, stirred for 1/2 hour and filtered to yield 2-(3-ethyl-5-methyl-4-isoxazolyl)-3-indole acetamide; m.p. 194° to 195° C. The filtrate, which contains the sodium salt of 2-(3-ethyl-5-methyl-4-isoxazolyl)-3-indole acetic acid is evaporated to remove ... The reactants are S([O-])(O)=O.[Na+] (sodium bisulphite), BrBr (bromine), [Sb](Cl)(Cl)(Cl)(Cl)Cl (antimony pentachloride), FC(C(F)(F)C1=CC=CC=C1)(C(F)(F)F)F (heptafluoropropylbenzene), ClCl (chlorine), BrBr (bromine), BrBr (bromine). Solvent: O (water). Conditions: temperature 26 celsius. Yields the product BrC=1C=C(C=CC1)C(C(C(F)(F)F)(F)F)(F)F (meta-bromo(heptafluoropropyl)benzene). Reaction SMILES: [Sb](Cl)(Cl)(Cl)(Cl)Cl.[F:7][C:8]([F:22])([C:18]([F:21])([F:20])[F:19])[C:9]([C:12]1[CH:17]=[CH:16][CH:15]=[CH:14][CH:13]=1)([F:11])[F:10].[Br:23]Br.ClCl.S(=O)(O)[O-].[Na+]>O>[Br:23][C:14]1[CH:13]=[C:12]([C:9]([F:11])([F:10])[C:8]([F:22])([F:7])[C:18]([F:19])([F:20])[F:21])[CH:17]=[CH:16][CH:15]=1 |f:4.5|. Procedure: First meta-bromo(heptafluoropropyl)benzene is prepared as follows. 12 g (0.04 mole) of antimony pentachloride are added to 389 g (1.58 mole) of heptafluoropropylbenzene and then, with intensive stirring, 41 ml (0.79 mole) of bromine are added in drops within an hour with simultaneously cooling the reaction mixture on a water bath. The temperature of the reaction mixture is maintained at 26° C maximum. After adding all the bromine, the reaction mixture is given another stirring for 15 minutes. In...